Dataset: the Open Reaction Database (ORD), a public repository of structured organic reaction records. Task: describe an organic reaction: reactants, conditions, products, and yield Starting materials: BrC1=CC(=C(C=C1)S(=O)(=O)NC1CC1)F (4-bromo-N-cyclopropyl-2-fluorobenzenesulfonamide), C(C)(C)(C)P(C(C)(C)C)C(C)(C)C (Tri-t-butylphosphine), C(#N)C1=CC=C(N1C)B(O)O (5-cyano-1-methyl-1H-pyrrol-2-ylboronic acid), [F-].[K+] (potassium fluoride). Reagents/catalysts: C=1C=CC(=CC1)/C=C/C(=O)/C=C/C2=CC=CC=C2.C=1C=CC(=CC1)/C=C/C(=O)/C=C/C2=CC=CC=C2.C=1C=CC(=CC1)/C=C/C(=O)/C=C/C2=CC=CC=C2.[Pd].[Pd] (tris(dibenzylideneacetone)dipalladium(0)). Reaction conditions: time 16 hour. The product is C(#N)C1=CC=C(N1C)C1=CC(=C(C=C1)S(=O)(=O)NC1CC1)F (4-(5-cyano-1-methyl-1H-pyrrol-2-yl)-N-cyclopropyl-2-fluorobenzenesulfonamide). Isolated yield 23.9%. As a reaction SMILES: Br[C:2]1[CH:7]=[CH:6][C:5]([S:8]([NH:11][CH:12]2[CH2:14][CH2:13]2)(=[O:10])=[O:9])=[C:4]([F:15])[CH:3]=1.[C:16]([C:18]1[N:22]([CH3:23])[C:21](B(O)O)=[CH:20][CH:19]=1)#[N:17].[F-].[K+].C(P(C(C)(C)C)C(C)(C)C)(C)(C)C>C1C=CC(/C=C/C(/C=C/C2C=CC=CC=2)=O)=CC=1.C1C=CC(/C=C/C(/C=C/C2C=CC=CC=2)=O)=CC=1.C1C=CC(/C=C/C(/C=C/C2C=CC=CC=2)=O)=CC=1.[Pd].[Pd]>[C:16]([C:18]1[N:22]([CH3:23])[C:21]([C:2]2[CH:7]=[CH:6][C:5]([S:8]([NH:11][CH:12]3[CH2:14][CH2:13]3)(=[O:10])=[O:9])=[C:4]([F:15])[CH:3]=2)=[CH:20][CH:19]=1)#[N:17] |f:2.3,5.6.7.8.9|. Procedure details: According to general procedure B, 4-bromo-N-cyclopropyl-2-fluorobenzenesulfonamide (176 mg, 0.59 mmol), 5-cyano-1-methyl-1H-pyrrol-2-ylboronic acid (106 mg, 0.70 mmol), potassium fluoride (113 mg, 1.95 mmol), and tris(dibenzylideneacetone)dipalladium(0) (15 mg, 0.01 mmol) were placed in an oven dried flask under nitrogen and dry THF (1.4 mL) was added. Tri-t-butylphosphine (89 μL, 0.02 mmol, 10 wt % in hexane) was added and the reaction was stirred for 16 hours. 4-(5-cyano-1-methyl-1H-pyrrol-2-y...